Dataset: the Open Reaction Database (ORD), a public repository of structured organic reaction records. Task: describe an organic reaction: reactants, conditions, products, and yield Reactants: C[N+]1(CCOCC1)[O-] (NMO), CC=1C=CC(=CC1)S(=O)(=O)O (pTsOH), BrC=1C=C2C(CCOC2=CC1)=O (6-bromochroman-4-one), CC=1C=CC(=CC1)S(=O)(=O)O (pTsOH), BrC=1C=C2C=CCOC2=CC1 (6-bromochromene), BrC=1C=C2C(CCOC2=CC1)=O (6-bromochroman-4-one), [BH4-].[Na+] (NaBH4). Reagents/catalysts: O=[Os](=O)(=O)=O (OsO4). The solvent is O.CC(=O)C.CC(C)(C)O (water acetone tBuOH). Product: BrC=1C=C2CC(COC2=CC1)=O (6-bromochroman-3-one). Reaction SMILES: [Br:1][C:2]1[CH:3]=[C:4]2[C:9](=[CH:10][CH:11]=1)[O:8][CH2:7][CH2:6][C:5]2=O.[BH4-].[Na+].CC1C=CC(S(O)(=O)=[O:23])=CC=1.BrC1C=C2C(=CC=1)OCC=C2.C[N+]1([O-])CCOCC1>O=[Os](=O)(=O)=O.O.CC(C)=O.CC(O)(C)C>[Br:1][C:2]1[CH:3]=[C:4]2[C:9](=[CH:10][CH:11]=1)[O:8][CH2:7][C:6](=[O:23])[CH2:5]2 |f:1.2,7.8.9|. Reported procedure: The starting material 6-bromochroman-3-one (5A) was prepared from 6-bromochroman-4-one in a manner similar to that described in the literature (Synthesis, 1980, 621): 6-bromochroman-4-one was reduced with NaBH4 (1.2 eq, MeOH-DCM, 0° C. to RT, 2 h) and then eliminated with pTsOH (cat., toluene, reflux, 3 h, 90% for 2-steps). The resulting 6-bromochromene was subjected to osmylation (cat. OsO4, 1 eq. NMO, water-acetone-tBuOH, RT, overnight) and subsequent treatment with pTsOH (cat., toluene, reflu... Reactants: Cc1ccc(C)c2c1CC(C)C2O, Cc1ccccc1, O, Cc1ccc(S(=O)(=O)O)cc1. The product is CC1=Cc2c(C)ccc(C)c2C1. Reaction SMILES: [CH3:1][CH:2]1[CH:3]([OH:13])[c:4]2[c:5]([CH3:12])[cH:6][cH:7][c:8]([CH3:11])[c:9]2[CH2:10]1.[CH3:26][c:27]1[cH:28][cH:29][cH:30][cH:31][cH:32]1.[OH2:14].[c:15]1([CH3:16])[cH:17][cH:18][c:19]([S:20]([OH:21])(=[O:22])=[O:23])[cH:24][cH:25]1>>[CH3:1][C:2]1=[CH:3][c:4]2[c:5]([CH3:12])[cH:6][cH:7][c:8]([CH3:11])[c:9]2[CH2:10]1. Reactants: [Br-].CC1=CC=C(C=C1)[N+]1(CCCCC1)CC1=CC=CC=C1 (4-methylphenylbenzylpiperidinium bromide), C1(=CC=C(C=C1)S(=O)(=O)[O-])C.[Na+] (sodium p-toluenesulfonate). Solvent: O (water). The product is S(=O)(=O)([O-])C1=CC=C(C)C=C1.CC1=CC=C(C=C1)[N+]1(CCCCC1)CC1=CC=CC=C1 (4-methylphenylbenzylpiperidinium tosylate). Yield: 91980.2%. Reaction SMILES: [Br-].[CH3:2][C:3]1[CH:8]=[CH:7][C:6]([N+:9]2([CH2:15][C:16]3[CH:21]=[CH:20][CH:19]=[CH:18][CH:17]=3)[CH2:14][CH2:13][CH2:12][CH2:11][CH2:10]2)=[CH:5][CH:4]=1.[C:22]1([CH3:32])[CH:27]=[CH:26][C:25]([S:28]([O-:31])(=[O:30])=[O:29])=[CH:24][CH:23]=1.[Na+]>O>[S:28]([C:25]1[CH:26]=[CH:27][C:22]([CH3:32])=[CH:23][CH:24]=1)([O-:31])(=[O:30])=[O:29].[CH3:2][C:3]1[CH:4]=[CH:5][C:6]([N+:9]2([CH2:15][C:16]3[CH:17]=[CH:18][CH:19]=[CH:20][CH:21]=3)[CH2:10][CH2:11][CH2:12][CH2:13][CH2:14]2)=[CH:7][CH:8]=1 |f:0.1,2.3,5.6|. Reported procedure: An aqueous solution prepared by dissolving 4-methylphenylbenzylpiperidinium bromide (13.85 g, 0.04 mmol) and sodium p-toluenesulfonate (9.32 g, 0.048 mmol) in 50 ml of deionized water was extracted with 50 ml of chloroform twice by using a separating funnel. The resulting chloroform phases were combined and the combined solution was washed with 50 ml of deionized water, followed by filtration and drying to obtain 4-methylphenylbenzylpiperidinium tosylate (16.1 g, yield: 92%). The reactants are O=C(O)C1CC(C(=O)O)N(C(=O)OCc2ccccc2)C1, CO, [H][H]. Product: O=C(O)C1CNC(C(=O)O)C1. Reaction SMILES: [C:1]([O:2][CH2:3][c:4]1[cH:5][cH:6][cH:7][cH:8][cH:9]1)(=[O:10])[N:11]1[CH:12]([C:13](=[O:14])[OH:15])[CH2:16][CH:17]([C:19](=[O:20])[OH:21])[CH2:18]1.[CH3:24][OH:25].[H:22][H:23]>>[NH:11]1[CH:12]([C:13](=[O:14])[OH:15])[CH2:16][CH:17]([C:19](=[O:20])[OH:21])[CH2:18]1.